Task: describe an organic reaction: reactants, conditions, products, and yield. Dataset: the Open Reaction Database (ORD), a public repository of structured organic reaction records Starting materials: CC(=O)Nc1nc2c(ncn2COC(COC(=O)C(C)(C)C)COC(=O)C(C)(C)C)c(=O)[nH]1, CO, [NH4+], [OH-]. Yields the product CC(C)(C)C(=O)OCC(COC(=O)C(C)(C)C)OCn1cnc2c(=O)[nH]c(N)nc21. As a reaction SMILES: [C:1](=[O:2])([CH3:3])[NH:4][c:5]1[nH:6][c:7](=[O:33])[c:8]2[n:9][cH:10][n:11]([CH2:14][O:15][CH:16]([CH2:17][O:18][C:19]([C:20]([CH3:21])([CH3:22])[CH3:23])=[O:24])[CH2:25][O:26][C:27]([C:28]([CH3:29])([CH3:30])[CH3:31])=[O:32])[c:12]2[n:13]1.[CH3:36][OH:37].[NH4+:34].[OH-:35]>>[NH2:4][c:5]1[nH:6][c:7](=[O:33])[c:8]2[n:9][cH:10][n:11]([CH2:14][O:15][CH:16]([CH2:17][O:18][C:19]([C:20]([CH3:21])([CH3:22])[CH3:23])=[O:24])[CH2:25][O:26][C:27]([C:28]([CH3:29])([CH3:30])[CH3:31])=[O:32])[c:12]2[n:13]1.